Dataset: the Open Reaction Database (ORD), a public repository of structured organic reaction records. Task: describe an organic reaction: reactants, conditions, products, and yield Reactants: Cl.NO (Hydroxylamine hydrochloride), C(C)(=O)[O-].[Na+] (sodium acetate), C(C1=CC=CC=C1)N1CC2C(C2C1)C=O (3-benzyl-3-azabicyclo[3.1.0]hexane-6-carbaldehyde). Solvent: CCO (EtOH). Conditions: time 16 hour. Yields the product C(C1=CC=CC=C1)N1CC2C(C2C1)C=NO (3-Benzyl-3-azabicyclo[3.1.0]hexane-6-carbaldehyde oxime). Isolated yield 91.2%. Reaction SMILES: Cl.[NH2:2][OH:3].C([O-])(=O)C.[Na+].[CH2:9]([N:16]1[CH2:21][CH:20]2[CH:18]([CH:19]2[CH:22]=O)[CH2:17]1)[C:10]1[CH:15]=[CH:14][CH:13]=[CH:12][CH:11]=1>CCO>[CH2:9]([N:16]1[CH2:21][CH:20]2[CH:18]([CH:19]2[CH:22]=[N:2][OH:3])[CH2:17]1)[C:10]1[CH:15]=[CH:14][CH:13]=[CH:12][CH:11]=1 |f:0.1,2.3|. Procedure details: Hydroxylamine hydrochloride (1.69 g, 22.84 mmol) and sodium acetate (2.45 g, 29.85 mmol) were added to a stirred solution of 3-benzyl-3-azabicyclo[3.1.0]hexane-6-carbaldehyde (1.60 g, 7.96 mmol) in EtOH (100 ml) at r.t. under N2. The reaction was allowed to stir for 16 h. The solvent was then removed in vacuo and the residue partitioned between DCM (100 ml) and aq. K2CO3 (100 ml). The organic layer was separated and the aqueous layer washed with DCM (100 ml). The combined organic layers were dri... Starting materials: O=C([O-])O, CC(C)S(=O)(=O)Cc1cc(N2CCOCC2)nc(-c2ccc(N)cc2)n1, O=C(Cl)Oc1ccccc1, [Na+], C1COCCO1. The product is CC(C)S(=O)(=O)Cc1cc(N2CCOCC2)nc(-c2ccc(NC(=O)Oc3ccccc3)cc2)n1. RXN SMILES: [C:27](=[O:28])([OH:29])[O-:30].[CH:1]([CH3:2])([CH3:3])[S:4](=[O:5])(=[O:6])[CH2:7][c:8]1[n:9][c:10](-[c:20]2[cH:21][cH:22][c:23]([NH2:26])[cH:24][cH:25]2)[n:11][c:12]([N:14]2[CH2:15][CH2:16][O:17][CH2:18][CH2:19]2)[cH:13]1.[Cl:32][C:33](=[O:34])[O:35][c:36]1[cH:37][cH:38][cH:39][cH:40][cH:41]1.[Na+:31].[O:42]1[CH2:43][CH2:44][O:45][CH2:46][CH2:47]1>>[CH:1]([CH3:2])([CH3:3])[S:4](=[O:5])(=[O:6])[CH2:7][c:8]1[n:9][c:10](-[c:20]2[cH:21][cH:22][c:23]([NH:26][C:33](=[O:34])[O:35][c:36]3[cH:37][cH:38][cH:39][cH:40][cH:41]3)[cH:24][cH:25]2)[n:11][c:12]([N:14]2[CH2:15][CH2:16][O:17][CH2:18][CH2:19]2)[cH:13]1. The reactants are ClC(C(OC(C)C1=CC(=CC2=CN(N=C12)COCC[Si](C)(C)C)F)=N)(Cl)Cl ((±)-1-(5-fluoro-2-((2-(trimethylsilyl)ethoxy)methyl)-2H-indazole-7-yl)ethyl 2,2,2-trichloroacetimidate), FC1=CC=C(C=C1)C1(CCN(CC1)C(=O)OC(C)(C)C)CO (tert-butyl 4-(4-fluorophenyl)-4-(hydroxymethyl)piperidine-1-carboxylate), C1CCCCC1 (cyclohexane). Solvent: ClCCl (dichloromethane). Run at temperature 0 celsius, time 10 minute. Product: FC1=CC2=CN(N=C2C(=C1)C(C)OCC1(CCN(CC1)C(=O)OC(C)(C)C)C1=CC=C(C=C1)F)COCC[Si](C)(C)C ((±)-tert-Butyl 4-((1-(5-fluoro-2-((2-(trimethylsilyl)ethoxy)methyl)-2H-indazol-7-yl)ethoxy)methyl)-4-(4-fluorophenyl)piperidine-1-carboxylate). As a reaction SMILES: ClC(Cl)(Cl)C(=N)O[CH:5]([C:7]1[C:15]2[C:11](=[CH:12][N:13]([CH2:16][O:17][CH2:18][CH2:19][Si:20]([CH3:23])([CH3:22])[CH3:21])[N:14]=2)[CH:10]=[C:9]([F:24])[CH:8]=1)[CH3:6].[F:28][C:29]1[CH:34]=[CH:33][C:32]([C:35]2([CH2:48][OH:49])[CH2:40][CH2:39][N:38]([C:41]([O:43][C:44]([CH3:47])([CH3:46])[CH3:45])=[O:42])[CH2:37][CH2:36]2)=[CH:31][CH:30]=1.C1CCCCC1>ClCCl>[F:24][C:9]1[CH:8]=[C:7]([CH:5]([O:49][CH2:48][C:35]2([C:32]3[CH:31]=[CH:30][C:29]([F:28])=[CH:34][CH:33]=3)[CH2:36][CH2:37][N:38]([C:41]([O:43][C:44]([CH3:45])([CH3:46])[CH3:47])=[O:42])[CH2:39][CH2:40]2)[CH3:6])[C:15]2[C:11](=[CH:12][N:13]([CH2:16][O:17][CH2:18][CH2:19][Si:20]([CH3:22])([CH3:21])[CH3:23])[N:14]=2)[CH:10]=1. Reported procedure: To a solution of (±)-1-(5-fluoro-2-((2-(trimethylsilyl)ethoxy)methyl)-2H-indazole-7-yl)ethyl 2,2,2-trichloroacetimidate (1.121 g, 2.465 mmol) and tert-butyl 4-(4-fluorophenyl)-4-(hydroxymethyl)piperidine-1-carboxylate (0.839 g, 2.71 mmol) in dichloromethane (6 mL) at 0° C. was added cyclohexane (5.61 mL) and tetrafluoroboric acid diethyl ether complex (0.017 mL, 0.123 mmol). The reaction was stirred at 0° C. for 10 min. The reaction was treated with an additional portion of tetrafluoroboric acid...